Dataset: the Open Reaction Database (ORD), a public repository of structured organic reaction records. Task: describe an organic reaction: reactants, conditions, products, and yield Starting materials: CC=1N=C(SC1C1=CSC=C1)NC(C)=O (N-[4-methyl-5-(3-thienyl)-1,3-thiazol-2-yl]acetamide), ClN1C(CCC1=O)=O (N-chlorosuccinimide). Solvent: C(C)#N (ACN), C(C)#N (ACN), HClO4. Yields the product ClC=1SC=CC1C1=C(N=C(S1)NC(C)=O)C (N-[5-(2-chloro-3-thienyl)-4-methyl-1,3-thiazol-2-yl]acetamide). As a reaction SMILES: [CH3:1][C:2]1[N:3]=[C:4]([NH:12][C:13](=[O:15])[CH3:14])[S:5][C:6]=1[C:7]1[CH:11]=[CH:10][S:9][CH:8]=1.[Cl:16]N1C(=O)CCC1=O>C(#N)C>[Cl:16][C:8]1[S:9][CH:10]=[CH:11][C:7]=1[C:6]1[S:5][C:4]([NH:12][C:13](=[O:15])[CH3:14])=[N:3][C:2]=1[CH3:1]. Procedure: N-[4-methyl-5-(3-thienyl)-1,3-thiazol-2-yl]acetamide, prepared as in Step I of Example 23 (600 mg; 2.52 mmol; 1 eq) is dissolved in ACN (20 ml) in presence of 100 μl of HClO4 at room temperature. A solution of N-chlorosuccinimide (369.8 mg; 2.77 mmol; 1.10 eq) in ACN (2 ml) is added slowly at room temperature over a period of one hour. Reaction mixture is stirred at room temperature for 1 night before being quenched with water (1 ml). It is then concentrated under vacuo and expected compound ext... The reactants are C(C)(C)NC(C)C (N,N-Diisopropylamine), C(#N)C=1C=NC2=CC(=C(C=C2C1NC1=C2C(=C(C=C1)I)OCO2)OC)OC (3-cyano-4-(4-iodo-2,3-methylenedioxyanilino)-6,7-dimethoxyquinoline), C(C#C)C1CNS(CC1)(=O)=O (4-(2-propynyl)-1,1-dioxotetrahydro-4H-thiazine), cuprous iodide, resultant mixture. The reagents and catalysts are Cl[Pd]([P](C1=CC=CC=C1)(C2=CC=CC=C2)C3=CC=CC=C3)([P](C4=CC=CC=C4)(C5=CC=CC=C5)C6=CC=CC=C6)Cl (bis(triphenylphosphine)palladium(II) dichloride). Run in C(C)(=O)OCC (ethyl acetate). Conditions: temperature -20 celsius, time 16 hour. The product is C(#N)C=1C=NC2=CC(=C(C=C2C1NC1=C2C(=C(C=C1)C#CCC1CNS(CC1)(=O)=O)OCO2)OC)OC (3-cyano-6,7-dimethoxy-4-{4-[3-(1,1-dioxotetrahydro-4H-thiazin-4-yl)prop-1-ynyl]-2,3-methylenedioxyanilino}quinoline). Isolated yield 22.8%. RXN SMILES: C(NC(C)C)(C)C.[C:8]([C:10]1[CH:11]=[N:12][C:13]2[C:18]([C:19]=1[NH:20][C:21]1[CH:26]=[CH:25][C:24](I)=[C:23]3[O:28][CH2:29][O:30][C:22]=13)=[CH:17][C:16]([O:31][CH3:32])=[C:15]([O:33][CH3:34])[CH:14]=2)#[N:9].[CH2:35]([CH:38]1[CH2:43][CH2:42][S:41](=[O:45])(=[O:44])[NH:40][CH2:39]1)[C:36]#[CH:37]>Cl[Pd](Cl)([P](C1C=CC=CC=1)(C1C=CC=CC=1)C1C=CC=CC=1)[P](C1C=CC=CC=1)(C1C=CC=CC=1)C1C=CC=CC=1.C(OCC)(=O)C>[C:8]([C:10]1[CH:11]=[N:12][C:13]2[C:18]([C:19]=1[NH:20][C:21]1[CH:26]=[CH:25][C:24]([C:37]#[C:36][CH2:35][CH:38]3[CH2:43][CH2:42][S:41](=[O:45])(=[O:44])[NH:40][CH2:39]3)=[C:23]3[O:28][CH2:29][O:30][C:22]=13)=[CH:17][C:16]([O:31][CH3:32])=[C:15]([O:33][CH3:34])[CH:14]=2)#[N:9] |^1:48,67|. Procedure details: N,N-Diisopropylamine (0.043 g) was added to a stirred mixture of 3-cyano-4-(4-iodo-2,3-methylenedioxyanilino)-6,7-dimethoxyquinoline (0.2 g), 4-(2-propynyl)-1,1-dioxotetrahydro-4H-thiazine (0.145 g), bis(triphenylphosphine)palladium(II) dichloride (0.071 g), cuprous iodide (0.024 g) and ethyl acetate (10 ml) that had been cooled to −20° C. The resultant mixture was allowed to warm to ambient temperature and was stirred for 16 hours. The reaction mixture was partitioned between ethyl acetate and ... Starting materials: FC1=C(C=C(C=C1)CN(C)CC=CC#CC(C)(C)C)CC(C)O (2-Fluoro-5-{N-(6,6-dimethyl-2-hepten-4-ynyl)-N-methylaminomethyl}phenyl-2-propanol), P(=O)(Cl)(Cl)Cl (phosphorus oxychloride), N1=CC=CC=C1 (pyridine). Conditions: temperature 110 celsius, time 3 hour. Product: CC(C#C/C=C/CN(C)CC1=CC(=C(C=C1)F)C(=C)C)(C)C (trans-N-(6,6-Dimethyl-2-hepten-4-ynyl)-N-methyl-(4-fluoro-3-isopropenylbenzyl)amine). Yield: 32.8%. RXN SMILES: [F:1][C:2]1[CH:7]=[CH:6][C:5]([CH2:8][N:9]([CH2:11][CH:12]=[CH:13][C:14]#[C:15][C:16]([CH3:19])([CH3:18])[CH3:17])[CH3:10])=[CH:4][C:3]=1[CH2:20][CH:21](O)C.P(Cl)(Cl)(Cl)=O.N1C=CC=C[CH:30]=1>>[CH3:19][C:16]([CH3:17])([CH3:18])[C:15]#[C:14]/[CH:13]=[CH:12]/[CH2:11][N:9]([CH2:8][C:5]1[CH:6]=[CH:7][C:2]([F:1])=[C:3]([C:20]([CH3:21])=[CH2:30])[CH:4]=1)[CH3:10]. Procedure: Compound 29 (0.55 g; 1.73 mmol) and phosphorus oxychloride (1.33 g; 8.65 mmol) were dissolved in pyridine (25 ml). The solution was stirred for 3 hours at 110° C., and left to cool to room temperature. The mixture was poured into ice+saturated aqueous sodium bicarbonate solution, followed by extraction with diethyl ether (100 ml). The organic layer was washed with saturated aqueous sodium bicarbonate solution and then with saturated brine, and dried over sodium sulfate. The solvent was evaporate... Starting materials: [Na] (sodium), ClC1=CC=C2C=CC=NC2=C1[N+](=O)[O-] (7-chloro-8-nitroquinoline), CO (methanol), 4339e, 11B. The product is COC1=CC=C2C=CC=NC2=C1[N+](=O)[O-] (7-Methoxy-8-nitroquinoline). Reaction SMILES: [Na].Cl[C:3]1[C:12]([N+:13]([O-:15])=[O:14])=[C:11]2[C:6]([CH:7]=[CH:8][CH:9]=[N:10]2)=[CH:5][CH:4]=1.[CH3:16][OH:17]>>[CH3:16][O:17][C:3]1[C:12]([N+:13]([O-:15])=[O:14])=[C:11]2[C:6]([CH:7]=[CH:8][CH:9]=[N:10]2)=[CH:5][CH:4]=1 |^1:0|. Reported procedure: To a freshly prepared solution of sodium (16.5 g, 0.720 mol) in methanol (750 mL) was added 7-chloro-8-nitroquinoline (18.72 g, 0.090 mol) [E. Fourneau, M. and Mme. Trefouel, and A. Wancolle, Bull. Soc. Chim. Fr., 47, 738(1930); A. K. Sen, N. K. Ray, V. P. Basu, J. Sci. Ind. Res., 11B, 322(1952) (C.A. 47, 4339e)]. This mixture was refluxed for 3 hr, cooled, then filtered to collect the precipitated solid. This solid was slurried in water, collected on a filter and dried; yield, after recrystalli... Reactants: CC(=O)O, CC1C(c2cc(C(F)(F)F)cc(C(F)(F)F)c2)OC(=O)N1Cc1cc2ccccc2cc1I, [Na+], O=C([O-])O, O=[N+]([O-])O. Yields the product CC1C(c2cc(C(F)(F)F)cc(C(F)(F)F)c2)OC(=O)N1Cc1cc2cccc([N+](=O)[O-])c2cc1I. RXN SMILES: [CH3:38][C:39](=[O:40])[OH:41].[F:5][C:6]([c:7]1[cH:8][c:9]([CH:17]2[CH:18]([CH3:35])[N:19]([CH2:23][c:24]3[cH:25][c:26]4[cH:27][cH:28][cH:29][cH:30][c:31]4[cH:32][c:33]3[I:34])[C:20](=[O:22])[O:21]2)[cH:10][c:11]([C:13]([F:14])([F:15])[F:16])[cH:12]1)([F:36])[F:37].[Na+:46].[O-:42][C:43]([OH:44])=[O:45].[OH:1][N+:2]([O-:3])=[O:4]>>[O-:1][N+:2](=[O:4])[c:30]1[cH:29][cH:28][cH:27][c:26]2[cH:25][c:24]([CH2:23][N:19]3[CH:18]([CH3:35])[CH:17]([c:9]4[cH:8][c:7]([C:6]([F:5])([F:36])[F:37])[cH:12][c:11]([C:13]([F:14])([F:15])[F:16])[cH:10]4)[O:21][C:20]3=[O:22])[c:33]([I:34])[cH:32][c:31]21. The reactants are CS(=O)(=O)OC1CCN(CC1)C(=O)OC(C)(C)C (tert-butyl 4-(methylsulfonyl)oxypiperidine-1-carboxylate), [Na].CS (methylmercaptan sodium salt). Run in O1CCCC1 (tetrahydrofuran). Reported procedure: A mixture of tert-butyl 4-(methylsulfonyl)oxypiperidine-1-carboxylate (12.5 g), methylmercaptan sodium salt (3.31 g), tetra-n-butylammonium iodide (1.66 g) and tetrahydrofuran (50 mL) was stirred at room temperature for 72 hrs. The insoluble material was filtered through celite and the filtrate was concentrated. The residue was subjected to silica gel column chromatography, and tert-butyl 4-(methylthio)piperidine-1-carboxylate was obtained as a colorless oil from a fraction eluted with ethyl ace... Reaction conditions: time 72 hour. Yields the product CSC1CCN(CC1)C(=O)OC(C)(C)C (tert-butyl 4-(methylthio)piperidine-1-carboxylate). As a reaction SMILES: CS(O[CH:6]1[CH2:11][CH2:10][N:9]([C:12]([O:14][C:15]([CH3:18])([CH3:17])[CH3:16])=[O:13])[CH2:8][CH2:7]1)(=O)=O.[Na].[CH3:20][SH:21]>[I-].C([N+](CCCC)(CCCC)CCCC)CCC.O1CCCC1>[CH3:20][S:21][CH:6]1[CH2:7][CH2:8][N:9]([C:12]([O:14][C:15]([CH3:16])([CH3:17])[CH3:18])=[O:13])[CH2:10][CH2:11]1 |f:1.2,3.4,^1:18|. Reagents/catalysts: [I-].C(CCC)[N+](CCCC)(CCCC)CCCC (tetra-n-butylammonium iodide). Reactants: S(=O)(Cl)Cl (thionyl chloride), C(Cl)Cl (methylene chloride), N1=CC=CC=C1 (pyridine), OCC1=C(C=CC=C1)C1=C(C=CC=C1)CO (2,2'-bis(hydroxymethyl)-1,1'-biphenyl), C(Cl)Cl (methylene chloride). The solvent is C1(=CC=CC=C1)C (toluene). Product: ClCC1=C(C=CC=C1)C1=C(C=CC=C1)CCl (2,2'-Bis(chloromethyl)-1,1'-biphenyl). RXN SMILES: O[CH2:2][C:3]1[CH:8]=[CH:7][CH:6]=[CH:5][C:4]=1[C:9]1[CH:14]=[CH:13][CH:12]=[CH:11][C:10]=1CO.N1C=CC=CC=1.S(Cl)([Cl:25])=O.[CH2:27]([Cl:29])Cl>C1(C)C=CC=CC=1>[Cl:25][CH2:2][C:3]1[CH:8]=[CH:7][CH:6]=[CH:5][C:4]=1[C:9]1[CH:14]=[CH:13][CH:12]=[CH:11][C:10]=1[CH2:27][Cl:29]. Procedure details: To a reaction system comprising a suspension of 2,2'-bis(hydroxymethyl)-1,1'-biphenyl (85.3 grams, 0.398 mole) in methylene chloride (500 mL) at 0° C. containing pyridine (2 mL) was added a solution of thionyl chloride (163 grams, 1.36 moles) in methylene chloride (100 mL) dropwise with stirring. The system was allowed to warm to room temperature overnight and then was stripped to a residue with a stream of nitrogen at room temperature. The residue was dissolved in toluene (100 mL), cooled to 0°... Starting materials: COCCCc1cc(CN(C(=O)C(CNC(=O)OC(C)(C)C)Cc2ccc(OCCOc3c(Cl)cc(C)cc3Cl)cc2)C2CC2)cc(OCCc2ccccn2)c1, ClCCl, Cl. Product: COCCCc1cc(CN(C(=O)C(CN)Cc2ccc(OCCOc3c(Cl)cc(C)cc3Cl)cc2)C2CC2)cc(OCCc2ccccn2)c1. RXN SMILES: [CH:1]1([N:4]([C:5]([CH:6]([CH2:7][NH:8][C:9](=[O:10])[O:11][C:12]([CH3:13])([CH3:14])[CH3:15])[CH2:16][c:17]2[cH:18][cH:19][c:20]([O:23][CH2:24][CH2:25][O:26][c:27]3[c:28]([Cl:35])[cH:29][c:30]([CH3:34])[cH:31][c:32]3[Cl:33])[cH:21][cH:22]2)=[O:36])[CH2:37][c:38]2[cH:39][c:40]([CH2:53][CH2:54][CH2:55][O:56][CH3:57])[cH:41][c:42]([O:44][CH2:45][CH2:46][c:47]3[n:48][cH:49][cH:50][cH:51][cH:52]3)[cH:43]2)[CH2:2][CH2:3]1.[Cl:59][CH2:60][Cl:61].[ClH:58]>>[CH:1]1([N:4]([C:5]([CH:6]([CH2:7][NH2:8])[CH2:16][c:17]2[cH:18][cH:19][c:20]([O:23][CH2:24][CH2:25][O:26][c:27]3[c:28]([Cl:35])[cH:29][c:30]([CH3:34])[cH:31][c:32]3[Cl:33])[cH:21][cH:22]2)=[O:36])[CH2:37][c:38]2[cH:39][c:40]([CH2:53][CH2:54][CH2:55][O:56][CH3:57])[cH:41][c:42]([O:44][CH2:45][CH2:46][c:47]3[n:48][cH:49][cH:50][cH:51][cH:52]3)[cH:43]2)[CH2:2][CH2:3]1.